Dataset: the Open Reaction Database (ORD), a public repository of structured organic reaction records. Task: describe an organic reaction: reactants, conditions, products, and yield The reactants are N1C2=C(C(CCC1)=O)C=CC=C2 (1,2,3,4-Tetrahydro-benzo[b]azepin-5-one), CN1N=CC=2CN(C3=C(NC12)C=C(C=C3)C)C(=O)C3=CC(=C(C#N)C=C3)C (4-(3,6-dimethyl-4,10-dihydro-3H-2,3,4,9-tetraaza-benzo[f]azulene-9-carbonyl)-2-methyl-benzonitrile), [BH4-].[Na+] (sodium borohydride), [NH4+].[Cl-] (NH4Cl), CC=1C=C2C(=CC1C)N(C3=NC(=O)NC(=O)C3=N2)C[C@@H]([C@@H]([C@@H](CO)O)O)O (E101). Reagents/catalysts: O.O.O.O.O.O.[Co](Cl)Cl (cobalt(II) chloride hexahydrate). The solvent is CO (methanol). Conditions: time 15 minute. Yields the product NCC1=C(C=C(C=C1)C(=O)N1C2=C(NC=3N(N=CC3C1)C)C=C(C=C2)C)C ((4-Aminomethyl-3-methyl-phenyl)-(3,6-dimethyl-4,10-dihydro-3H-2,3,4,9-tetraaza-benzo[f]azulen-9-yl)-methanone). Isolated yield 35.0%. RXN SMILES: [CH3:1][N:2]1[C:11]2[NH:10][C:9]3[CH:12]=[C:13]([CH3:16])[CH:14]=[CH:15][C:8]=3[N:7]([C:17]([C:19]3[CH:26]=[CH:25][C:22]([C:23]#[N:24])=[C:21]([CH3:27])[CH:20]=3)=[O:18])[CH2:6][C:5]=2[CH:4]=[N:3]1.CC1C=C2N=C3C(=NC(NC3=O)=O)N(C[C@H](O)[C@H](O)[C@H](O)CO)C2=CC=1C.N1CCCC(=O)C2C=CC=CC1=2.[BH4-].[Na+].[NH4+].[Cl-]>CO.O.O.O.O.O.O.[Co](Cl)Cl>[NH2:24][CH2:23][C:22]1[CH:25]=[CH:26][C:19]([C:17]([N:7]2[CH2:6][C:5]3[CH:4]=[N:3][N:2]([CH3:1])[C:11]=3[NH:10][C:9]3[CH:12]=[C:13]([CH3:16])[CH:14]=[CH:15][C:8]2=3)=[O:18])=[CH:20][C:21]=1[CH3:27] |f:3.4,5.6,8.9.10.11.12.13.14|. Procedure details: A solution of 4-(3,6-dimethyl-4,10-dihydro-3H-2,3,4,9-tetraaza-benzo[f]azulene-9-carbonyl)-2-methyl-benzonitrile from Example E101.1 (1.42 g, 4.0 mmol) in methanol (50 ml) at 0° C. was treated with cobalt(II) chloride hexahydrate (1.90 g, 8.0 mmol). The mixture was stirred for 15 min at room temperature then sodium borohydride (1.51 g, 40.0 mmol) was added portionwise. The reaction mixture was stirred for 2 h then saturated NH4Cl was added. The mixture was stirred for 30 min then the solid was f...